Dataset: the Open Reaction Database (ORD), a public repository of structured organic reaction records. Task: describe an organic reaction: reactants, conditions, products, and yield The reactants are C(=O)(O)C(CC(=O)O)SC[C@H](NC(CC[C@H](N)C(=O)O)=O)C(=O)NCC(=O)O (S-(α,β-dicarboxyethyl)glutathione), [Ca] (calcium), C([O-])([O-])=O.[Mg+2] (magnesium carbonate), magnesium salt. The product is [Mg].C(=O)(O)C(CC(=O)O)SC[C@H](NC(CC[C@H](N)C(=O)O)=O)C(=O)NCC(=O)O (S-(α,β-dicarboxyethyl)glutathione magnesium). RXN SMILES: [C:1]([CH:4]([S:9][CH2:10][C@@H:11]([C:22]([NH:24][CH2:25][C:26]([OH:28])=[O:27])=[O:23])[NH:12][C:13](=[O:21])[CH2:14][CH2:15][C@@H:16]([C:18]([OH:20])=[O:19])[NH2:17])[CH2:5][C:6]([OH:8])=[O:7])([OH:3])=[O:2].C(=O)([O-])[O-].[Mg+2:33].[Ca]>>[Mg:33].[C:1]([CH:4]([S:9][CH2:10][C@@H:11]([C:22]([NH:24][CH2:25][C:26]([OH:28])=[O:27])=[O:23])[NH:12][C:13](=[O:21])[CH2:14][CH2:15][C@@H:16]([C:18]([OH:20])=[O:19])[NH2:17])[CH2:5][C:6]([OH:8])=[O:7])([OH:3])=[O:2] |f:1.2,4.5|. Procedure details: Using 2 g of S-(α,β-dicarboxyethyl)glutathione and 1 g of basic magnesium carbonate, 2.2 g of the magnesium salt is prepared in a similar manner to the above production of the calcium salt. The reactants are C1(CC1)COC1=C(C=CC(=N1)C(=O)O)C1COCC1 (6-(cyclopropylmethoxy)-5-(tetrahydrofuran-3-yl)-pyridine-2-carboxylic acid), C1(CC1)COC1=C(C=CC(=N1)C(=O)O)C1OCCC1 (6-(cyclopropylmethoxy)-5-(tetrahydrofuran-2-yl)-pyridine-2-carboxylic acid), N[C@H](C(=O)N)CC1CC1 ((S)-2-amino-3-cyclopropyl-propionamide). The product is C(N)(=O)[C@H](CC1CC1)NC(=O)C1=NC(=C(C=C1)C1COCC1)OCC1CC1 (6-Cyclopropylmethoxy-5-(tetrahydro-furan-3-yl)-pyridine-2-carboxylic acid ((S)-1-carbamoyl-2-cyclopropyl-ethyl)-amide). RXN SMILES: [CH:1]1([CH2:4][O:5][C:6]2[N:11]=[C:10]([C:12]([OH:14])=O)[CH:9]=[CH:8][C:7]=2[CH:15]2[CH2:19][CH2:18][O:17][CH2:16]2)[CH2:3][CH2:2]1.C1(COC2N=C(C(O)=O)C=CC=2C2CCCO2)CC1.[NH2:39][C@@H:40]([CH2:44][CH:45]1[CH2:47][CH2:46]1)[C:41]([NH2:43])=[O:42]>>[C:41]([C@@H:40]([NH:39][C:12]([C:10]1[CH:9]=[CH:8][C:7]([CH:15]2[CH2:19][CH2:18][O:17][CH2:16]2)=[C:6]([O:5][CH2:4][CH:1]2[CH2:2][CH2:3]2)[N:11]=1)=[O:14])[CH2:44][CH:45]1[CH2:47][CH2:46]1)(=[O:42])[NH2:43]. Procedure: The title compound was synthesized in analogy to Example 1, using the mixture of 6-(cyclopropylmethoxy)-5-(tetrahydrofuran-3-yl)-pyridine-2-carboxylic acid and 6-(cyclopropylmethoxy)-5-(tetrahydrofuran-2-yl)-pyridine-2-carboxylic acid (mixture from Example 114 d), and (S)-2-amino-3-cyclopropyl-propionamide (CAN 156077-93-9) as starting materials, MS (EI): m/e=374.2 [M+H]+. Starting materials: CC(=O)C=1C=CC2=C(CCC(CS2)(C)C)C1 (2,3,4,5-tetrahydro-3,3-dimethyl-benzothiepin-7-yl methyl ketone), ice sodium chloride, C(C)OP(=O)(CC1=CC=C(C=C1)C(=O)OCC)OCC (ethyl α-(diethoxyphosphinyl)-p-toluate), [H-].[Na+] (sodium hydride), [H][H] (hydrogen). Run in CN(C=O)C (dimethylformamide). Conditions: time 2 hour. The product is CC1(CSC2=C(CC1)C=C(C=C2)/C(=C/C2=CC=C(C(=O)OCC)C=C2)/C)C (ethyl p-[(E)-2-(2,3,4,5-tetrahydro-3,3-dimethyl-1-benzothiepin-7-yl)propenyl]benzoate). RXN SMILES: C(OP(OCC)([CH2:6][C:7]1[CH:12]=[CH:11][C:10]([C:13]([O:15][CH2:16][CH3:17])=[O:14])=[CH:9][CH:8]=1)=O)C.[H-].[Na+].[H][H].[CH3:25][C:26]([C:28]1[CH:29]=[CH:30][C:31]2[S:37][CH2:36][C:35]([CH3:39])([CH3:38])[CH2:34][CH2:33][C:32]=2[CH:40]=1)=O>CN(C)C=O>[CH3:38][C:35]1([CH3:39])[CH2:34][CH2:33][C:32]2[CH:40]=[C:28](/[C:26](/[CH3:25])=[CH:6]/[C:7]3[CH:8]=[CH:9][C:10]([C:13]([O:15][CH2:16][CH3:17])=[O:14])=[CH:11][CH:12]=3)[CH:29]=[CH:30][C:31]=2[S:37][CH2:36]1 |f:1.2|. Procedure: 8.85 g of ethyl α-(diethoxyphosphinyl)-p-toluate were slowly added dropwise to 1.3 g of sodium hydride (50% in mineral oil) in 28 ml of dimethylformamide. The reaction mixture was stirred at room temperature until the evolution of hydrogen had finished. Thereafter, 4.2 g of 2,3,4,5-tetrahydro-3,3-dimethyl-benzothiepin-7-yl methyl ketone were added and the reaction mixture was stirred at room temperature for 2 hours. Thereafter, the mixture was poured on to ice/sodium chloride, extracted with eth... Reaction SMILES: [H-].[Na+].[C:3]1([N:9]2[CH2:14][CH2:13][NH:12][CH2:11][CH2:10]2)[CH:8]=[CH:7][CH:6]=[CH:5][CH:4]=1.I[CH3:16].O>CN(C)C=O>[CH3:16][N:12]1[CH2:13][CH2:14][N:9]([C:3]2[CH:8]=[CH:7][CH:6]=[CH:5][CH:4]=2)[CH2:10][CH2:11]1 |f:0.1|. Procedure details: Sodium hydride (60% liquid paraffin dispersion, 2.70 g, 67.8 mmol) was added to a solution of 1-phenylpiperazine (10.0 g, 61.6 mmol) in N,N-dimethylformamide (80 mL) at 0° C., and the mixture was stirred for 10 minutes at the same temperature. To the reaction mixture was added Iodomethane (8.74 g, 67.8 mmol), and the mixture was stirred for 30 minutes at room temperature. The reaction mixture was poured into water (80 mL), and extracted twice with ethyl acetate. The organic layers were combined,... Run in CN(C=O)C (N,N-dimethylformamide). Conditions: time 10 minute. The reactants are O (water), [H-].[Na+] (Sodium hydride), C1(=CC=CC=C1)N1CCNCC1 (1-phenylpiperazine), IC (Iodomethane). Isolated yield 68.2%. Product: CN1CCN(CC1)C1=CC=CC=C1 (1-methyl-4-phenylpiperazine). The reactants are C=CCCN1C(=O)CC2(CCCC2)CC1=O, ClCCl, O=C(OO)c1cccc(Cl)c1. Yields the product O=C1CC2(CCCC2)CC(=O)N1CCC1CO1. As a reaction SMILES: [CH2:12]([CH2:13][CH:14]=[CH2:15])[N:16]1[C:17](=[O:27])[CH2:18][C:19]2([CH2:20][CH2:21][CH2:22][CH2:23]2)[CH2:24][C:25]1=[O:26].[Cl:28][CH2:29][Cl:30].[OH:1][O:2][C:3]([c:4]1[cH:5][c:6]([Cl:7])[cH:8][cH:9][cH:10]1)=[O:11]>>[O:1]1[CH:14]([CH2:13][CH2:12][N:16]2[C:17](=[O:27])[CH2:18][C:19]3([CH2:20][CH2:21][CH2:22][CH2:23]3)[CH2:24][C:25]2=[O:26])[CH2:15]1. Reagents/catalysts: C=1C=CC(=CC1)[P](C=2C=CC=CC2)(C=3C=CC=CC3)[Pd]([P](C=4C=CC=CC4)(C=5C=CC=CC5)C=6C=CC=CC6)([P](C=7C=CC=CC7)(C=8C=CC=CC8)C=9C=CC=CC9)[P](C=1C=CC=CC1)(C=1C=CC=CC1)C=1C=CC=CC1 (Pd(PPh3)4). The solvent is O (H2O), [NH4+].[Cl-] (NH4Cl), [Cl-].[Na+].O (brine), CN(C)C=O (DMF), O (H2O), CCOC(=O)C (EtOAc). The reactants are C(=O)([O-])[O-].[Na+].[Na+] (Na2CO3), IC1=CC=C(C=C1)OC(F)(F)F (1-iodo-4-(trifluoromethoxy)benzene), ClC1=C(C=C(C=N1)B(O)O)C (6-chloro-5-methylpyridin-3-ylboronic acid), C(=O)([O-])[O-].[K+].[K+] (K2CO3). RXN SMILES: I[C:2]1[CH:7]=[CH:6][C:5]([O:8][C:9]([F:12])([F:11])[F:10])=[CH:4][CH:3]=1.[Cl:13][C:14]1[N:19]=[CH:18][C:17](B(O)O)=[CH:16][C:15]=1[CH3:23].C([O-])([O-])=O.[K+].[K+].C([O-])([O-])=O.[Na+].[Na+]>CN(C=O)C.CCOC(C)=O.O.[NH4+].[Cl-].[Cl-].[Na+].O.C1C=CC([P]([Pd]([P](C2C=CC=CC=2)(C2C=CC=CC=2)C2C=CC=CC=2)([P](C2C=CC=CC=2)(C2C=CC=CC=2)C2C=CC=CC=2)[P](C2C=CC=CC=2)(C2C=CC=CC=2)C2C=CC=CC=2)(C2C=CC=CC=2)C2C=CC=CC=2)=CC=1>[Cl:13][C:14]1[C:15]([CH3:23])=[CH:16][C:17]([C:2]2[CH:7]=[CH:6][C:5]([O:8][C:9]([F:12])([F:11])[F:10])=[CH:4][CH:3]=2)=[CH:18][N:19]=1 |f:2.3.4,5.6.7,11.12,13.14.15,^1:56,58,77,96|. Procedure: To a solution of 1-iodo-4-(trifluoromethoxy)benzene (288 mg, 1.0 mmol) and 6-chloro-5-methylpyridin-3-ylboronic acid (223 mg, 1.3 mmol) in DMF (2 mL) was added K2CO3 (552 mg, 4.0 mmol) and H2O (0.5 mL). The reaction mixture was stirred for 5 min under an atmosphere of dry N2. Pd(PPh3)4 (10 mg, 0.009 mmol) was added, and the resulting mixture was subjected to irradiation at 120° C. for 10 min. Cooled, diluted with EtOAc (20 mL), filtered through a layer of celite, washed with 10% DMF in EtOAc (50... Conditions: time 5 minute. The product is ClC1=NC=C(C=C1C)C1=CC=C(C=C1)OC(F)(F)F (2-chloro-3-methyl-5-(4-(trifluoromethoxy)phenyl)pyridine). Starting materials: Clc1cccnc1Cl, O=S(=O)(c1ccc(Cl)c(Cl)c1)C1CCNCC1. Reaction SMILES: [Cl:18][c:19]1[n:20][cH:21][cH:22][cH:23][c:24]1[Cl:25].[Cl:1][c:2]1[cH:3][c:4]([S:9](=[O:10])(=[O:11])[CH:12]2[CH2:13][CH2:14][NH:15][CH2:16][CH2:17]2)[cH:5][cH:6][c:7]1[Cl:8]>>[Cl:1][c:2]1[cH:3][c:4]([S:9](=[O:10])(=[O:11])[CH:12]2[CH2:13][CH2:14][N:15]([c:19]3[n:20][cH:21][cH:22][cH:23][c:24]3[Cl:25])[CH2:16][CH2:17]2)[cH:5][cH:6][c:7]1[Cl:8]. Yields the product O=S(=O)(c1ccc(Cl)c(Cl)c1)C1CCN(c2ncccc2Cl)CC1.